From a dataset of the Open Reaction Database (ORD), a public repository of structured organic reaction records. describe an organic reaction: reactants, conditions, products, and yield Reactants: CCOC(=O)C(O)CNC(=O)c1ccc(C(NC(=O)Nc2ccc(OC(F)(F)F)cc2)c2ccc(C(C)(C)C)cc2)cc1, CCO, Cl, [Na+], [OH-]. The product is CC(C)(C)c1ccc(C(NC(=O)Nc2ccc(OC(F)(F)F)cc2)c2ccc(C(=O)NCC(O)C(=O)O)cc2)cc1. RXN SMILES: [CH2:1]([CH3:2])[O:3][C:4]([CH:5]([CH2:6][NH:7][C:8]([c:9]1[cH:10][cH:11][c:12]([CH:15]([c:16]2[cH:17][cH:18][c:19]([C:22]([CH3:23])([CH3:24])[CH3:25])[cH:20][cH:21]2)[NH:26][C:27](=[O:28])[NH:29][c:30]2[cH:31][cH:32][c:33]([O:36][C:37]([F:38])([F:39])[F:40])[cH:34][cH:35]2)[cH:13][cH:14]1)=[O:41])[OH:42])=[O:43].[CH3:47][CH2:48][OH:49].[ClH:46].[Na+:45].[OH-:44]>>[O:3]=[C:4]([CH:5]([CH2:6][NH:7][C:8]([c:9]1[cH:10][cH:11][c:12]([CH:15]([c:16]2[cH:17][cH:18][c:19]([C:22]([CH3:23])([CH3:24])[CH3:25])[cH:20][cH:21]2)[NH:26][C:27](=[O:28])[NH:29][c:30]2[cH:31][cH:32][c:33]([O:36][C:37]([F:38])([F:39])[F:40])[cH:34][cH:35]2)[cH:13][cH:14]1)=[O:41])[OH:42])[OH:43]. The reactants are BrC1=CC(=C(CO)C=C1)F (4-bromo-2-fluoro-benzyl alcohol), [Li]CCCC (BuLi), COB(OC)OC (trimethylborate). Solvent: Cl (HCl), C(C)(=O)OCC (ethyl acetate), TBF. Conditions: temperature 21 celsius, time 25 minute. The product is FC1=C(C=C(C=C1)B(O)O)CO (4-fluoro-3-hydroxymethyl-benzene-boronic acid). Reaction SMILES: Br[C:2]1[CH:9]=[CH:8][C:5]([CH2:6][OH:7])=[C:4]([F:10])[CH:3]=1.[Li]CCCC.C[O:17][B:18](OC)[O:19]C>Cl.C(OCC)(=O)C>[F:10][C:4]1[CH:3]=[CH:2][C:9]([B:18]([OH:19])[OH:17])=[CH:8][C:5]=1[CH2:6][OH:7]. Reported procedure: To a solution of 4-bromo-2-fluoro-benzyl alcohol (10 g, 49 mmol) in TBF (500 mL) at −78° C. was added BuLi (2.5M, 43 mL, 107 mmol) dropwise keeping the internal temperature below −73° C. After 25 min., trimethylborate (25 mL, 107 mmol) was added and the resulting reaction mixture stirred for 15 h at −78° C., 1 h at 21° C., then diluted with HCl 10% and ethyl acetate. The organic extracts were washed (H2O, brine), dried (MgSO4), filtered and concentrated. The residue was solidified from hexane/et... Reactants: COC(=O)C=C(C)C=CC=C(C)c1ccc2c(c1)CCCN2C(C)C, CCO, Cl, [Na+], [OH-]. The product is CC(C=CC=C(C)c1ccc2c(c1)CCCN2C(C)C)=CC(=O)O. RXN SMILES: [CH3:1][CH:2]([CH3:3])[N:4]1[CH2:5][CH2:6][CH2:7][c:8]2[cH:9][c:10]([C:14](=[CH:15][CH:16]=[CH:17][C:18](=[CH:19][C:20](=[O:21])[O:22][CH3:23])[CH3:24])[CH3:25])[cH:11][cH:12][c:13]21.[CH3:29][CH2:30][OH:31].[ClH:28].[Na+:27].[OH-:26]>>[CH3:1][CH:2]([CH3:3])[N:4]1[CH2:5][CH2:6][CH2:7][c:8]2[cH:9][c:10]([C:14](=[CH:15][CH:16]=[CH:17][C:18](=[CH:19][C:20](=[O:21])[OH:22])[CH3:24])[CH3:25])[cH:11][cH:12][c:13]21. The reactants are O1CCN(CC1)CCC(=O)C1=C(C=CC=C1)[N+](=O)[O-] (3-morpholino-l-(2′-nitrophenyl) propane-1-one), S(=O)([O-])S(=O)[O-].[Na+].[Na+] (sodium dithionite). Run in C(C)O (ethanol). The product is O1CCN(CC1)CCC(=O)C1=C(C=CC=C1)N (3-morpholino-1-(2′-aminophenyl)propane-1-one). Yield: 98.0%. As a reaction SMILES: [O:1]1[CH2:6][CH2:5][N:4]([CH2:7][CH2:8][C:9]([C:11]2[CH:16]=[CH:15][CH:14]=[CH:13][C:12]=2[N+:17]([O-])=O)=[O:10])[CH2:3][CH2:2]1.S(S([O-])=O)([O-])=O.[Na+].[Na+]>C(O)C>[O:1]1[CH2:2][CH2:3][N:4]([CH2:7][CH2:8][C:9]([C:11]2[CH:16]=[CH:15][CH:14]=[CH:13][C:12]=2[NH2:17])=[O:10])[CH2:5][CH2:6]1 |f:1.2.3|. Procedure details: To a solution of 3-morpholino-l-(2′-nitrophenyl) propane-1-one (200 mg, 0.758 mmol) dissolved in 10 ml of 95% ethanol was added sodium dithionite (660 mg, 3.79 mmol) and the reaction mixture was stirred under reflux for 3 hrs. The reaction mixture was concentrated under reduced pressure. The residue was purified by flash column chromatography with ethanol-dichloromethane-triethylamine to yield the desired product (174 mg, 89%) as an oil.